From a dataset of the Open Reaction Database (ORD), a public repository of structured organic reaction records. describe an organic reaction: reactants, conditions, products, and yield Starting materials: [N+](=O)([O-])C1=CC2=C(N=CN2)C=C1 (5-Nitrobenzimidazole), [H-].[Na+] (sodium hydride), BrC(C(=O)OCC)CCCCCC (ethyl 2-bromooctanoate). Yields the product [N+](=O)([O-])C1=CC2=C(N(C=N2)C(C(=O)OCC)CCCCCC)C=C1 (ethyl 2-(5-nitro-1H-benzimidazol-l-yl)octanoate). The yield is 22.9%. As a reaction SMILES: [N+:1]([C:4]1[CH:12]=[CH:11][C:7]2[N:8]=[CH:9][NH:10][C:6]=2[CH:5]=1)([O-:3])=[O:2].[H-].[Na+].Br[CH:16]([CH2:22][CH2:23][CH2:24][CH2:25][CH2:26][CH3:27])[C:17]([O:19][CH2:20][CH3:21])=[O:18]>>[N+:1]([C:4]1[CH:12]=[CH:11][C:7]2[N:8]([CH:16]([CH2:22][CH2:23][CH2:24][CH2:25][CH2:26][CH3:27])[C:17]([O:19][CH2:20][CH3:21])=[O:18])[CH:9]=[N:10][C:6]=2[CH:5]=1)([O-:3])=[O:2] |f:1.2|. Procedure: 5-Nitrobenzimidazole (0.109 moles, 17.8 g.) was reacted with sodium hydride (0.122 moles, 4.9 g of 60% in mineral oil) and ethyl 2-bromooctanoate (0.102 moles, 22 ml) as in Example 11 to produce a mixture of the 5 and 6 isomer. The isomers were separated to yield 7.8 g of ethyl 2-(5-nitro-1H-benzimidazol-l-yl)octanoate. The reactants are CCCC(=O)c1c[nH]c2c(F)cccc2c1=O, O=P(Cl)(Cl)Cl. The product is CCCC(=O)c1cnc2c(F)cccc2c1Cl. Reaction SMILES: [C:1]([CH2:2][CH2:3][CH3:4])(=[O:5])[c:6]1[cH:7][nH:8][c:9]2[c:10]([F:17])[cH:11][cH:12][cH:13][c:14]2[c:15]1=[O:16].[P:18]([Cl:19])([Cl:20])([Cl:21])=[O:22]>>[C:1]([CH2:2][CH2:3][CH3:4])(=[O:5])[c:6]1[cH:7][n:8][c:9]2[c:10]([F:17])[cH:11][cH:12][cH:13][c:14]2[c:15]1[Cl:20]. Procedure details: 67.8 g (190 mmol) of 8-fluoro-4,5-dihydro-3-iodo-5-methyl-6H-imidazo[1,5-a][1,4]benzodiazepin-6-one was heated to boiling under reflux for 8 hours with 23.4 g (238 mmol) of ethynyltrimethylsilane, 300 mg of bis-(triphenylphosphine)-palladium(II) dichloride and 70 mg of copper(I) iodide in 280 ml of diethylamine and 25 ml of ethylene chloride. The reaction mixture was evaporated and the residue was chromatographed on silica gel while eluting with chloroform/ethyl acetate (3:1). By recrystallizati... Solvent: C(C)NCC (diethylamine), C(CCl)Cl (ethylene chloride). The reactants are C(#C)[Si](C)(C)C (ethynyltrimethylsilane), FC=1C=CC2=C(C(N(CC=3N2C=NC3I)C)=O)C1 (8-fluoro-4,5-dihydro-3-iodo-5-methyl-6H-imidazo[1,5-a][1,4]benzodiazepin-6-one). Reaction SMILES: [F:1][C:2]1[CH:3]=[CH:4][C:5]2[N:11]3[CH:12]=[N:13][C:14](I)=[C:10]3[CH2:9][N:8]([CH3:16])[C:7](=[O:17])[C:6]=2[CH:18]=1.[C:19]([Si:21]([CH3:24])([CH3:23])[CH3:22])#[CH:20]>C(NCC)C.C(Cl)CCl.Cl[Pd](Cl)([P](C1C=CC=CC=1)(C1C=CC=CC=1)C1C=CC=CC=1)[P](C1C=CC=CC=1)(C1C=CC=CC=1)C1C=CC=CC=1.[Cu]I>[F:1][C:2]1[CH:3]=[CH:4][C:5]2[N:11]3[CH:12]=[N:13][C:14]([C:20]#[C:19][Si:21]([CH3:24])([CH3:23])[CH3:22])=[C:10]3[CH2:9][N:8]([CH3:16])[C:7](=[O:17])[C:6]=2[CH:18]=1 |^1:36,55|. The product is FC=1C=CC2=C(C(N(CC=3N2C=NC3C#C[Si](C)(C)C)C)=O)C1 (8-fluoro-4,5-dihydro-5-methyl-3-[(trimethylsilyl)ethynyl]-6H-imidazo-[1,5-a][1,4]benzodiazepin-6-one). Reagents/catalysts: Cl[Pd]([P](C1=CC=CC=C1)(C2=CC=CC=C2)C3=CC=CC=C3)([P](C4=CC=CC=C4)(C5=CC=CC=C5)C6=CC=CC=C6)Cl (bis-(triphenylphosphine)-palladium(II) dichloride), [Cu]I (copper(I) iodide). The product is Cl.Cl.N1N=C(C2=CC=CC=C12)/C=C/C1=CC(=C(C(=O)N2CCNCC2)C=C1)C ((E)-1-{4-[2-(1H-indazol-3-yl)vinyl]-2-methylbenzoyl}piperazine dihydrochloride). Procedure: (E)-4-{4-[2-(1H-indazol-3-yl)vinyl]-2-methylbenzoyl}piperazine-1-carboxylic acid 1,1-dimethylethyl ester (980 mg, 2.20 mmol) obtained in Step 1, was treated with 10% hydrogen chloride-methanol solution to obtain Compound 95 (585 mg, 77%). The reactants are CC(C)(C)OC(=O)N1CCN(CC1)C(C1=C(C=C(C=C1)\C=C\C1=NNC2=CC=CC=C12)C)=O ((E)-4-{4-[2-(1H-indazol-3-yl)vinyl]-2-methylbenzoyl}piperazine-1-carboxylic acid 1,1-dimethylethyl ester), Cl.CO (hydrogen chloride methanol). Yield: 77.0%. As a reaction SMILES: CC(OC([N:8]1[CH2:13][CH2:12][N:11]([C:14](=[O:33])[C:15]2[CH:20]=[CH:19][C:18](/[CH:21]=[CH:22]/[C:23]3[C:31]4[C:26](=[CH:27][CH:28]=[CH:29][CH:30]=4)[NH:25][N:24]=3)=[CH:17][C:16]=2[CH3:32])[CH2:10][CH2:9]1)=O)(C)C.[ClH:34].CO>>[ClH:34].[ClH:34].[NH:25]1[C:26]2[C:31](=[CH:30][CH:29]=[CH:28][CH:27]=2)[C:23](/[CH:22]=[CH:21]/[C:18]2[CH:19]=[CH:20][C:15]([C:14]([N:11]3[CH2:12][CH2:13][NH:8][CH2:9][CH2:10]3)=[O:33])=[C:16]([CH3:32])[CH:17]=2)=[N:24]1 |f:1.2,3.4.5|. Yields the product CC1C=CC2=C(C1=O)C(NC(=O)C(C)NC(=O)Cc1cc(F)cc(F)c1)CC(C)(C)C=N2. Starting materials: CO, ClC(Cl)Cl, Cl, CC(NC(=O)Cc1cc(F)cc(F)c1)C(=O)O, CC1C=CC2=C(C1=O)C(N)CC(C)(C)C=N2. Reaction SMILES: [CH3:35][OH:36].[Cl:37][CH:38]([Cl:39])[Cl:40].[ClH:18].[F:1][c:2]1[cH:3][c:4]([CH2:9][C:10](=[O:11])[NH:12][CH:13]([CH3:14])[C:15](=[O:16])[OH:17])[cH:5][c:6]([F:8])[cH:7]1.[NH2:19][CH:20]1[C:21]2=[C:22]([N:23]=[CH:24][C:25]([CH3:27])([CH3:28])[CH2:26]1)[CH:29]=[CH:30][CH:31]([CH3:34])[C:32]2=[O:33]>>[F:1][c:2]1[cH:3][c:4]([CH2:9][C:10](=[O:11])[NH:12][CH:13]([CH3:14])[C:15](=[O:17])[NH:19][CH:20]2[C:21]3=[C:22]([N:23]=[CH:24][C:25]([CH3:27])([CH3:28])[CH2:26]2)[CH:29]=[CH:30][CH:31]([CH3:34])[C:32]3=[O:33])[cH:5][c:6]([F:8])[cH:7]1. Starting materials: C(C)(C)(C)OC(NC1(CCC1)C1=CC=C(C=C1)C1=C(N=C2N1C1=C(NC3=C2C=CC=C3)N=CC=C1)C1=CC=C(C=C1)S(=O)(=O)C)=O (tert-Butyl[1-(4-{2-[4-(methylsulfonyl)phenyl]-9H-imidazo[1,2-d]pyrido[2,3-b][1,4]benzodiazepin-3-yl}phenyl)cyclobutyl]carbamate), Cl.O1CCOCC1 (HCl dioxane). Solvent: CO (MeOH). Reaction conditions: time 23 hour. The product is CS(=O)(=O)C1=CC=C(C=C1)C=1N=C2N(C3=C(NC4=C2C=CC=C4)N=CC=C3)C1C1=CC=C(C=C1)C1(CCC1)N (1-(4-{2-[4-(methylsulfonyl)phenyl]-9H-imidazo[1,2-d]pyrido[2,3-b][1,4]benzodiazepin-3-yl}phenyl)cyclobutanamine). Yield: 86.2%. As a reaction SMILES: C(OC(=O)[NH:7][C:8]1([C:12]2[CH:17]=[CH:16][C:15]([C:18]3[N:22]4[C:23]5[CH:35]=[CH:34][CH:33]=[N:32][C:24]=5[NH:25][C:26]5[CH:31]=[CH:30][CH:29]=[CH:28][C:27]=5[C:21]4=[N:20][C:19]=3[C:36]3[CH:41]=[CH:40][C:39]([S:42]([CH3:45])(=[O:44])=[O:43])=[CH:38][CH:37]=3)=[CH:14][CH:13]=2)[CH2:11][CH2:10][CH2:9]1)(C)(C)C.Cl.O1CCOCC1>CO>[CH3:45][S:42]([C:39]1[CH:40]=[CH:41][C:36]([C:19]2[N:20]=[C:21]3[C:27]4[CH:28]=[CH:29][CH:30]=[CH:31][C:26]=4[NH:25][C:24]4[N:32]=[CH:33][CH:34]=[CH:35][C:23]=4[N:22]3[C:18]=2[C:15]2[CH:14]=[CH:13][C:12]([C:8]3([NH2:7])[CH2:11][CH2:10][CH2:9]3)=[CH:17][CH:16]=2)=[CH:37][CH:38]=1)(=[O:43])=[O:44] |f:1.2|. Procedure: tert-Butyl[1-(4-{2-[4-(methylsulfonyl)phenyl]-9H-imidazo[1,2-d]pyrido[2,3-b][1,4]benzodiazepin-3-yl}phenyl)cyclobutyl]carbamate (51 mg) in MeOH (0.5 mL) was added 4N HCl-dioxane (2 mL) and stirred at room temperature for 23 hours. The mixture was concentrated, then sat.NaHCO3 aq. was added. The mixture was extracted with AcOEt+MeOH, dried over Na2SO4, then filtrated through Celite pad. The filtrate was concentrated to afford the desired product (37 mg, 72%, 2 steps) as a pale yellow solid. 1HNMR... The reactants are potassium tert.-butylate, C(C)OC(CN=CC1=CC=CC=C1)=O (N-benzylideneglycine ethyl ester), BrCCBr (1,2-dibromoethane), Cl (hydrochloric acid). The solvent is C(C)OCC (diethyl ether), CS(=O)C (dimethylsulfoxide), O (water). Reaction conditions: time 8 hour. Product: C(C1=CC=CC=C1)=NC1(CC1)C(=O)OCC (ethyl N-benzylidene-1-aminocyclopropanecarboxylate). Isolated yield 67.9%. As a reaction SMILES: [CH2:1]([O:3][C:4](=[O:14])[CH2:5][N:6]=[CH:7][C:8]1[CH:13]=[CH:12][CH:11]=[CH:10][CH:9]=1)[CH3:2].Br[CH2:16][CH2:17]Br.Cl>C(OCC)C.CS(C)=O.O>[CH:7](=[N:6][C:5]1([C:4]([O:3][CH2:1][CH3:2])=[O:14])[CH2:17][CH2:16]1)[C:8]1[CH:13]=[CH:12][CH:11]=[CH:10][CH:9]=1. Procedure: 260 g (2.3 moles) of potassium tert.-butylate are added a little at a time to 200 g (1.05 moles) of N-benzylideneglycine ethyl ester and 90.5 ml (1.05 moles) of 1,2-dibromoethane in 900 ml of dry diethyl ether and 300 l of dry dimethylsulfoxide, so that the well-stirred mixture remains at from 25° to 35° C. The mixture is stirred at room temperature overnight and excess base is then neutralized by addition of 4N hydrochloric acid. The mixture is diluted with 1.5 l of water and the ethereal phase... Reactants: CCS(=O)(=O)N1CCC(c2c[nH]c3c(C(N)=O)cc(Br)cc23)CC1, CC(C)(C)CCNCc1ccc(B(O)O)s1, [K+], [K+], O=C([O-])[O-], c1ccc(P(c2ccccc2)(c2ccccc2)[Pd](P(c2ccccc2)(c2ccccc2)c2ccccc2)(P(c2ccccc2)(c2ccccc2)c2ccccc2)P(c2ccccc2)(c2ccccc2)c2ccccc2)cc1. Product: CCS(=O)(=O)N1CCC(c2c[nH]c3c(C(N)=O)cc(-c4ccc(CNCCC(C)(C)C)s4)cc23)CC1. As a reaction SMILES: [Br:17][c:18]1[cH:19][c:20]2[c:21]([CH:30]3[CH2:31][CH2:32][N:33]([S:36](=[O:37])(=[O:38])[CH2:39][CH3:40])[CH2:34][CH2:35]3)[cH:22][nH:23][c:24]2[c:25]([C:27](=[O:28])[NH2:29])[cH:26]1.[CH3:1][C:2]([CH2:3][CH2:4][NH:5][CH2:6][c:7]1[cH:8][cH:9][c:10]([B:12]([OH:13])[OH:14])[s:11]1)([CH3:15])[CH3:16].[K+:41].[K+:42].[O-:43][C:44]([O-:45])=[O:46].[cH:47]1[cH:48][cH:49][c:50]([P:51]([Pd:52]([P:53]([c:54]2[cH:55][cH:56][cH:57][cH:58][cH:59]2)([c:60]2[cH:61][cH:62][cH:63][cH:64][cH:65]2)[c:66]2[cH:67][cH:68][cH:69][cH:70][cH:71]2)([P:72]([c:73]2[cH:74][cH:75][cH:76][cH:77][cH:78]2)([c:79]2[cH:80][cH:81][cH:82][cH:83][cH:84]2)[c:85]2[cH:86][cH:87][cH:88][cH:89][cH:90]2)[P:91]([c:92]2[cH:93][cH:94][cH:95][cH:96][cH:97]2)([c:98]2[cH:99][cH:100][cH:101][cH:102][cH:103]2)[c:104]2[cH:105][cH:106][cH:107][cH:108][cH:109]2)([c:110]2[cH:111][cH:112][cH:113][cH:114][cH:115]2)[c:116]2[cH:117][cH:118][cH:119][cH:120][cH:121]2)[cH:122][cH:123]1>>[CH3:1][C:2]([CH2:3][CH2:4][NH:5][CH2:6][c:7]1[cH:8][cH:9][c:10](-[c:18]2[cH:19][c:20]3[c:21]([CH:30]4[CH2:31][CH2:32][N:33]([S:36](=[O:37])(=[O:38])[CH2:39][CH3:40])[CH2:34][CH2:35]4)[cH:22][nH:23][c:24]3[c:25]([C:27](=[O:28])[NH2:29])[cH:26]2)[s:11]1)([CH3:15])[CH3:16]. Reactants: C(C)(C)N1N=C(N=C1C1=CN2CCOC3=C(C2=N1)C=NC(=C3)O)C (2-(2-isopropyl-5-methyl-2H-[1,2,4]triazol-3-yl)-4,5-dihydro-6-oxa-1,3a,9-triaza-benzo[e]azulen-8-ol), C[C@@]1(NCCC1)C(=O)N ((S)-2-methyl-pyrollidine-2-carboxylic acid amide), crude product. Product: C(C)(C)N1N=CN=C1C=1N=C2N(CCOC3=C2C=NC(=C3)N3[C@@](CCC3)(C(=O)N)C)C1 ((2S)-1-(2-(1-isopropyl-1H-1,2,4-triazol-5-yl)-5,6-dihydroimidazo[1,2-d]pyrido[3,4-f][1,4]oxazepin-9-yl)-2-methylpyrrolidine-2-carboxamide). RXN SMILES: [CH:1]([N:4]1[C:8]([C:9]2[N:18]=[C:17]3[N:11]([CH2:12][CH2:13][O:14][C:15]4[CH:22]=[C:21](O)[N:20]=[CH:19][C:16]=43)[CH:10]=2)=[N:7][C:6](C)=[N:5]1)([CH3:3])[CH3:2].[CH3:25][C@@:26]1([C:31]([NH2:33])=[O:32])[CH2:30][CH2:29][CH2:28][NH:27]1>>[CH:1]([N:4]1[C:8]([C:9]2[N:18]=[C:17]3[C:16]4[CH:19]=[N:20][C:21]([N:27]5[CH2:28][CH2:29][CH2:30][C@@:26]5([CH3:25])[C:31]([NH2:33])=[O:32])=[CH:22][C:15]=4[O:14][CH2:13][CH2:12][N:11]3[CH:10]=2)=[N:7][CH:6]=[N:5]1)([CH3:3])[CH3:2]. Procedure: Following the procedures for Examples 339 and 408, 2-(2-isopropyl-5-methyl-2H-[1,2,4]triazol-3-yl)-4,5-dihydro-6-oxa-1,3a,9-triaza-benzo[e]azulen-8-ol and (S)-2-methyl-pyrollidine-2-carboxylic acid amide were reacted. The crude product was passed down a Isolute SCX-2 column, eluting with methanol then 2M NH3 in methanol. The basic fractions were concentrated in vacuo and the resultant residue subjected to reverse phase HPLC (C18 column, gradient 15 to 75% Methanol in water+0.1% HCO2H). The appro...